Dataset: the Open Reaction Database (ORD), a public repository of structured organic reaction records. Task: describe an organic reaction: reactants, conditions, products, and yield As a reaction SMILES: [F:1][C:2]1[CH:7]=[CH:6][CH:5]=[C:4]([F:8])[C:3]=1[C:9]1[NH:10][C:11]2[C:17]([CH2:18][O:19][C:20](=[O:22])[CH3:21])=[CH:16][CH:15]=[CH:14][C:12]=2[N:13]=1.[F:23][C:24]1[CH:31]=[CH:30][CH:29]=[C:28]([F:32])[C:25]=1[CH2:26]Br>>[F:23][C:24]1[CH:31]=[CH:30][CH:29]=[C:28]([F:32])[C:25]=1[CH2:26][N:13]1[C:12]2[CH:14]=[CH:15][CH:16]=[C:17]([CH2:18][O:19][C:20](=[O:22])[CH3:21])[C:11]=2[N:10]=[C:9]1[C:3]1[C:4]([F:8])=[CH:5][CH:6]=[CH:7][C:2]=1[F:1]. Starting materials: FC1=C(C(=CC=C1)F)C=1NC2=C(N1)C=CC=C2COC(C)=O (2-(2,6-Difluorophenyl)4-acetoxymethylbenzimidazole), FC1=C(CBr)C(=CC=C1)F (2,6-difluorobenzylbromide). Product: FC1=C(CN2C(=NC3=C2C=CC=C3COC(C)=O)C3=C(C=CC=C3F)F)C(=CC=C1)F (1-(2,6-difluorobenzyl)-2-(2,6-difluorophenyl)-4-acetoxymethylbenzimidazole). The yield is 118.4%. Reported procedure: 2-(2,6-Difluorophenyl)4-acetoxymethylbenzimidazole (Example 101) (3.55 g, 11.74 mmol) and 2,6-difluorobenzylbromide (3.40 g, 16.4 mmol, 140 M%) were reacted. The crude product was purified using flash chromatography eluting with 2% methanol/CH2Cl2 and recrystallization from diethylether, yielding white crystals of 1-(2,6-difluorobenzyl)-2-(2,6-difluorophenyl)-4-acetoxymethylbenzimidazole (5.94 g, 13.9 mmol, 76% yield). M.p. 126-127° C. 1HNMR (300 MHz, CD2Cl2): δ7.54 (m, 1H, H4′), 7.48 (m, 1H, H6... The reactants are [BH4-], O=c1[nH]c2ccccc2c2cc(Cc3ccccc3)nn12, CCO, Cl, [Na+], O. The product is O=c1[nH]c2ccccc2c2cc(C(O)c3ccccc3)nn12. RXN SMILES: [BH4-:22].[CH2:1]([c:2]1[cH:3][cH:4][cH:5][cH:6][cH:7]1)[c:8]1[n:9][n:10]2[c:11](=[O:21])[nH:12][c:13]3[cH:14][cH:15][cH:16][cH:17][c:18]3[c:19]2[cH:20]1.[CH3:25][CH2:26][OH:27].[ClH:24].[Na+:23].[OH2:28]>>[CH:1]([c:2]1[cH:3][cH:4][cH:5][cH:6][cH:7]1)([c:8]1[n:9][n:10]2[c:11](=[O:21])[nH:12][c:13]3[cH:14][cH:15][cH:16][cH:17][c:18]3[c:19]2[cH:20]1)[OH:27].